This data is from the Open Reaction Database (ORD), a public repository of structured organic reaction records. The task is: describe an organic reaction: reactants, conditions, products, and yield Reactants: BrC=1C(=NC(=NC1)Cl)NC1CCCC1 (5-Bromo-2-chloro-N-cyclopentylpyrimidin-4-amine), [NH4+].[OH-].C(C)(C)O (NH4OH iso-propanol). Yields the product BrC=1C(=NC(=NC1)N)NC1CCCC1 (5-Bromo-N4-cyclopentylpyrimidine-2,4-diamine). Isolated yield 66.0%. RXN SMILES: [Br:1][C:2]1[C:3]([NH:9][CH:10]2[CH2:14][CH2:13][CH2:12][CH2:11]2)=[N:4][C:5](Cl)=[N:6][CH:7]=1.[NH4+:15].[OH-].C(O)(C)C>>[Br:1][C:2]1[C:3]([NH:9][CH:10]2[CH2:14][CH2:13][CH2:12][CH2:11]2)=[N:4][C:5]([NH2:15])=[N:6][CH:7]=1 |f:1.2.3|. Procedure: A solution of 1 (45 g, 200 mmol) in 28% NH4OH/iso-propanol (1/1, 400 mL) was heated at 120° C. in a sealed tube for 22 h. The product was extracted with dichloromethane and the organic layers were washed with brine and dried. The solvent was evaporated and the residue was purified by flash chromatography on silica gel eluting with 25% ethyl acetate in hexanes to give the titled compound (2) as a white solid (34 g, 66%). 1H NMR (500 MHz, DMSO-d6) δ 7.77 (1H, s), 6.19 (2H, br. s), 6.12 (1H, d, 1H,... Starting materials: C(C)(C)(C)OC(NC1(COC(OC1)(C)C)C1=CC2=CC=C(C=C2C=C1)O[C@@H]1CC[C@@H](CC1)CCCC)=O ({5-[6-(cis-4-butylcyclohexyloxy)-naphthalen-2-yl]-2,2-dimethyl-1,3-dioxinan-5-yl}-carbamic acid tert-butyl ester), IN1C(CCC1=O)=O (N-iodosuccinimide), C(Cl)Cl (methylene chloride). Reagents/catalysts: [Cl-].[Cl-].[Cl-].[Cl-].[Zr+4] (zirconium tetrachloride). Conditions: time 5 minute. The product is C(C)(C)(C)OC(NC1(COC(OC1)(C)C)C1=CC2=CC=C(C(=C2C=C1)I)O[C@@H]1CC[C@@H](CC1)CCCC)=O ({5-[6-(cis-4-Butylcyclohexyloxy)-5-iodo-naphthalen-2-yl]-2,2-dimethyl-1,3-dioxinan-5-yl}-carbamic acid tert-butyl ester). As a reaction SMILES: [C:1]([O:5][C:6](=[O:37])[NH:7][C:8]1([C:16]2[CH:25]=[CH:24][C:23]3[C:18](=[CH:19][CH:20]=[C:21]([O:26][C@H:27]4[CH2:32][CH2:31][C@@H:30]([CH2:33][CH2:34][CH2:35][CH3:36])[CH2:29][CH2:28]4)[CH:22]=3)[CH:17]=2)[CH2:13][O:12][C:11]([CH3:15])([CH3:14])[O:10][CH2:9]1)([CH3:4])([CH3:3])[CH3:2].[I:38]N1C(=O)CCC1=O.C(Cl)Cl>[Cl-].[Cl-].[Cl-].[Cl-].[Zr+4]>[C:1]([O:5][C:6](=[O:37])[NH:7][C:8]1([C:16]2[CH:25]=[CH:24][C:23]3[C:18](=[CH:19][CH:20]=[C:21]([O:26][C@H:27]4[CH2:32][CH2:31][C@@H:30]([CH2:33][CH2:34][CH2:35][CH3:36])[CH2:29][CH2:28]4)[C:22]=3[I:38])[CH:17]=2)[CH2:13][O:12][C:11]([CH3:15])([CH3:14])[O:10][CH2:9]1)([CH3:4])([CH3:2])[CH3:3] |f:3.4.5.6.7|. Procedure: A solution of {5-[6-(cis-4-butylcyclohexyloxy)-naphthalen-2-yl]-2,2-dimethyl-1,3-dioxinan-5-yl}-carbamic acid tert-butyl ester (0.101 g, 0.000197 mol) and N-iodosuccinimide (56 mg, 0.00025 mol, Acros) in methylene chloride (3.0 mL, 0.047 mol, Acros) was stirred at room temperature under an atmosphere of Argon. To this was added zirconium tetrachloride (14 mg, 0.000060 mol, Strem). After 5 min, the reaction mixture was evaporated then diluted with methylene chloride, silica gel was added and the ... Reaction SMILES: [C:1]([C:4]1[CH:5]=[C:6]([C:12]#[N:13])[C:7](=[O:11])[NH:8][C:9]=1[CH3:10])(=[O:3])[CH3:2].[Br:14]Br>C(Cl)(Cl)Cl>[Br:14][CH2:2][C:1]([C:4]1[CH:5]=[C:6]([C:12]#[N:13])[C:7](=[O:11])[NH:8][C:9]=1[CH3:10])=[O:3]. Reactants: BrBr (bromine), C(C)(=O)C=1C=C(C(NC1C)=O)C#N (5-acetyl-1,2 -dihydro-6-methyl-2-oxo-3-pyridinecarbonitrile). The yield is 102.3%. Run at time 3 hour. Run in C(Cl)(Cl)Cl (chloroform), C(Cl)(Cl)Cl (chloroform). Product: BrCC(=O)C=1C=C(C(NC1C)=O)C#N (5-(bromoacetyl)-1,2-dihyro-6-methyl-2-oxo-3-pyridinecarbonitrile). Procedure: To a stirred mixture containing 66 g of 5-acetyl-1,2 -dihydro-6-methyl-2-oxo-3-pyridinecarbonitrile and 450 ml of chloroform was added dropwise over a period of about 40 minutes a solution containing 60.8 g of bromine in 50 ml of chloroform. The resulting mixture was stirred at room temperature for about 3 hours and then heated on a steam bath for 30 minutes during which time the red color of the reaction mixture disappeared. The reaction mixture was allowed to stir at room temperature for 1 hou... Starting materials: intermediate, BrC=1C=CC2=C(S(C3=C2C=CC(=C3)[N+](=O)[O-])=O)C1 (3-bromo-7-nitrodibenzothiophene-5-oxide), C(C)(=O)O (acetic acid), O.O.Cl[Sn]Cl (SnCl2.2H2O). The solvent is Cl (hydrochloric acid). Reaction conditions: time 8 hour. Yields the product BrC1=CC2=C(C3=C(S2)C=C(C=C3)N)C=C1 (7-bromodibenzothiophene-3-yl-amine). RXN SMILES: [Br:1][C:2]1[CH:3]=[CH:4][C:5]2[C:9]3[CH:10]=[CH:11][C:12]([N+:14]([O-])=O)=[CH:13][C:8]=3[S:7](=O)[C:6]=2[CH:18]=1.C(O)(=O)C.O.O.Cl[Sn]Cl>Cl>[Br:1][C:2]1[CH:3]=[CH:4][C:5]2[C:9]3[CH:10]=[CH:11][C:12]([NH2:14])=[CH:13][C:8]=3[S:7][C:6]=2[CH:18]=1 |f:2.3.4|. Procedure details: A flask equipped with a stirrer and a thermometer was charged with 26.98 g of the intermediate 3-bromo-7-nitrodibenzothiophene-5-oxide prepared in Example 1-2 and 269.8 g of glacial acetic acid in a nitrogen atmosphere. 112.7 g of SnCl2.2H2O dissolved in 158 g of concentrated hydrochloric acid was added dropwise at 14 to 18° C. over 1 hour, and stirred overnight at room temperature. The resulting reactant was filtered, washed with 1:1 glacial acetic acid/concentrated hydrochloric acid, and neutr... Starting materials: C(Cl)(Cl)Cl (chloroform), [BH4-].[Na+] (Sodium borohydride), S([C@H]1[C@@H](O)[C@@H](O)[C@H](O)[C@H](O1)CO)CCCCCCO[C@@H]1CC2=CC[C@H]3[C@@H]4CC[C@H](C(C)=O)[C@]4(CC[C@@H]3[C@]2(CC1)C)C (6-(pregn-5-en-20-one-3β-yloxy)hexyl 1-thio-β-D-mannopyranoside), C(C)(=O)O (acetic acid). Solvent: C(C)O (ethanol). Conditions: time 4 hour. Product: S([C@H]1[C@@H](O)[C@@H](O)[C@H](O)[C@H](O1)CO)CCCCCCO[C@@H]1CC2=CC[C@H]3[C@@H]4CC[C@H](C(C)O)[C@]4(CC[C@@H]3[C@]2(CC1)C)C (6-(Pregn-5-en-20-ol-3β-yloxy)hexyl 1-thio-β-D-mannopyranoside). Reaction SMILES: [BH4-].[Na+].[S:3]([CH2:15][CH2:16][CH2:17][CH2:18][CH2:19][CH2:20][O:21][C@H:22]1[CH2:41][CH2:40][C@@:39]2([CH3:42])[C:24](=[CH:25][CH2:26][C@@H:27]3[C@@H:38]2[CH2:37][CH2:36][C@@:35]2([CH3:43])[C@H:28]3[CH2:29][CH2:30][C@@H:31]2[C:32](=[O:34])[CH3:33])[CH2:23]1)[C@@H:4]1[O:12][C@H:11]([CH2:13][OH:14])[C@@H:9]([OH:10])[C@H:7]([OH:8])[C@@H:5]1[OH:6].C(O)(=O)C.C(Cl)(Cl)Cl>C(O)C>[S:3]([CH2:15][CH2:16][CH2:17][CH2:18][CH2:19][CH2:20][O:21][C@H:22]1[CH2:41][CH2:40][C@@:39]2([CH3:42])[C:24](=[CH:25][CH2:26][C@@H:27]3[C@@H:38]2[CH2:37][CH2:36][C@@:35]2([CH3:43])[C@H:28]3[CH2:29][CH2:30][C@@H:31]2[CH:32]([OH:34])[CH3:33])[CH2:23]1)[C@@H:4]1[O:12][C@H:11]([CH2:13][OH:14])[C@@H:9]([OH:10])[C@H:7]([OH:8])[C@@H:5]1[OH:6] |f:0.1|. Procedure: Sodium borohydride (60 mg) was added to a solution of 6-(pregn-5-en-20-one-3β-yloxy)hexyl 1-thio-β-D-mannopyranoside (250 mg) in absolute ethanol (7 ml). After stirring at room temperature for 4 hours, the solution was cooled and glacial acetic acid (10 ml) was slowly added. The solution was added to chloroform (100 ml) and successively washed with water (3×), 1N sodium bicarbonate (2×), and water (1×) and dried over anhydrous sodium sulfate. The solvent was removed by rotoevaporation to give th... Starting materials: CCOCC, CCOC(C)=O, COCCCc1ccccc1-c1ccc(C(CN)Cc2ccc(OCCOc3c(Cl)cc(C)cc3Cl)cc2)cc1C(=O)OC, [Na+], [OH-]. The product is COCCCc1ccccc1-c1ccc(C(CN)Cc2ccc(OCCOc3c(Cl)cc(C)cc3Cl)cc2)cc1C(=O)O. As a reaction SMILES: [CH3:47][CH2:48][O:49][CH2:50][CH3:51].[CH3:52][CH2:53][O:54][C:55]([CH3:56])=[O:57].[NH2:1][CH2:2][CH:3]([CH2:4][c:5]1[cH:6][cH:7][c:8]([O:11][CH2:12][CH2:13][O:14][c:15]2[c:16]([Cl:23])[cH:17][c:18]([CH3:22])[cH:19][c:20]2[Cl:21])[cH:9][cH:10]1)[c:24]1[cH:25][c:26]([C:41](=[O:42])[O:43][CH3:44])[c:27](-[c:30]2[c:31]([CH2:36][CH2:37][CH2:38][O:39][CH3:40])[cH:32][cH:33][cH:34][cH:35]2)[cH:28][cH:29]1.[Na+:46].[OH-:45]>>[NH2:1][CH2:2][CH:3]([CH2:4][c:5]1[cH:6][cH:7][c:8]([O:11][CH2:12][CH2:13][O:14][c:15]2[c:16]([Cl:23])[cH:17][c:18]([CH3:22])[cH:19][c:20]2[Cl:21])[cH:9][cH:10]1)[c:24]1[cH:25][c:26]([C:41](=[O:42])[OH:43])[c:27](-[c:30]2[c:31]([CH2:36][CH2:37][CH2:38][O:39][CH3:40])[cH:32][cH:33][cH:34][cH:35]2)[cH:28][cH:29]1. Solvent: CCO (EtOH). Starting materials: N1C=CC2=CC(=CC=C12)C(=O)OC (methyl 1H-indole-5-carboxylate), NN (NH2NH2). Procedure: To a solution of methyl 1H-indole-5-carboxylate (0.9 g, 5.142 mmol) in EtOH (10 mL) was added NH2NH2 (1.8 mL, 38.11 mmol). The reaction was heated at reflux for 12 h. The solvent was removed in vacuo to give a yellow solid, which was recrystallized with 60% EtOAc in n-hexane (10 mL) to afford 1H-indole-5-carbohydrazide (0.7 g, 3.98 mmol, 77.8%). MS (ESI, pos. ion) m/z: 176 (M+1). Isolated yield 77.4%. As a reaction SMILES: [NH:1]1[C:9]2[C:4](=[CH:5][C:6]([C:10]([O:12]C)=O)=[CH:7][CH:8]=2)[CH:3]=[CH:2]1.[NH2:14][NH2:15]>CCO>[NH:1]1[C:9]2[C:4](=[CH:5][C:6]([C:10]([NH:14][NH2:15])=[O:12])=[CH:7][CH:8]=2)[CH:3]=[CH:2]1. Product: N1C=CC2=CC(=CC=C12)C(=O)NN (1H-indole-5-carbohydrazide). Starting materials: CCOC(=O)C1CCCN1C(=O)Sc1cccc(OCc2nc(-c3ccccc3)oc2C)c1, CO, [Na+], [OH-], O. Product: Cc1oc(-c2ccccc2)nc1COc1cccc(SC(=O)N2CCCC2C(=O)O)c1. As a reaction SMILES: [CH2:1]([CH3:2])[O:3][C:4](=[O:5])[CH:6]1[N:7]([C:11](=[O:12])[S:13][c:14]2[cH:15][c:16]([O:20][CH2:21][c:22]3[n:23][c:24](-[c:28]4[cH:29][cH:30][cH:31][cH:32][cH:33]4)[o:25][c:26]3[CH3:27])[cH:17][cH:18][cH:19]2)[CH2:8][CH2:9][CH2:10]1.[CH3:36][OH:37].[Na+:35].[OH-:34].[OH2:38]>>[O:3]=[C:4]([OH:5])[CH:6]1[N:7]([C:11](=[O:12])[S:13][c:14]2[cH:15][c:16]([O:20][CH2:21][c:22]3[n:23][c:24](-[c:28]4[cH:29][cH:30][cH:31][cH:32][cH:33]4)[o:25][c:26]3[CH3:27])[cH:17][cH:18][cH:19]2)[CH2:8][CH2:9][CH2:10]1. Reported procedure: The desired compound was prepared according to the procedure of Example A27, using N-[6-chloro-2,4,8,18,22-pentaazatetracyclo[14.3.1.1(3,7).1(9,13)]docosa-1(20),3(22),4,6,9(21),10,12,16,18-nonaen-12-yl]-2-piperidin-4-ylacetamide bis(trifluoroacetate) and 1-methyl-1H-imidazole-2-carboxylic acid as starting materials in 70% yield. LCMS for C29H31ClN9O2 (M+H)+: m/z=572.2. Product: FC(C(=O)O)(F)F.FC(C(=O)O)(F)F.ClC=1C=NC=2NC=3C=NC=C(CCC4=C(C=CC(NC1N2)=C4)NC(CC4CCN(CC4)C(=O)C=4N(C=CN4)C)=O)C3 (N-[6-Chloro-2,4,8,18,22-pentaazatetracyclo[14.3.1.1(3,7).1(9,13)]docosa-1(20),3(22),4,6,9(21),10,12,16,18-nonaen-12-yl]-2-{1-[(1-methyl-1H-imidazol-2-yl)carbonyl]piperidin-4-yl}acetamide bis(trifluoroacetate)). Isolated yield 70.0%. Reactants: FC(C(=O)O)(F)F.FC(C(=O)O)(F)F.ClC=1C=NC=2NC=3C=NC=C(CCC4=C(C=CC(NC1N2)=C4)NC(CC4CCNCC4)=O)C3 (N-[6-chloro-2,4,8,18,22-pentaazatetracyclo[14.3.1.1(3,7).1(9,13)]docosa-1(20),3(22),4,6,9(21),10,12,16,18-nonaen-12-yl]-2-piperidin-4-ylacetamide bis(trifluoroacetate)), CN1C(=NC=C1)C(=O)O (1-methyl-1H-imidazole-2-carboxylic acid). RXN SMILES: [F:1][C:2]([F:7])([F:6])[C:3]([OH:5])=[O:4].[F:8][C:9]([F:14])([F:13])[C:10]([OH:12])=[O:11].[Cl:15][C:16]1[CH:17]=[N:18][C:19]2[NH:20][C:21]3[CH:22]=[N:23][CH:24]=[C:25]([CH:47]=3)[CH2:26][CH2:27][C:28]3[CH:36]=[C:32]([NH:33][C:34]=1[N:35]=2)[CH:31]=[CH:30][C:29]=3[NH:37][C:38](=[O:46])[CH2:39][CH:40]1[CH2:45][CH2:44][NH:43][CH2:42][CH2:41]1.[CH3:48][N:49]1[CH:53]=[CH:52][N:51]=[C:50]1[C:54](O)=[O:55]>>[F:1][C:2]([F:7])([F:6])[C:3]([OH:5])=[O:4].[F:8][C:9]([F:14])([F:13])[C:10]([OH:12])=[O:11].[Cl:15][C:16]1[CH:17]=[N:18][C:19]2[NH:20][C:21]3[CH:22]=[N:23][CH:24]=[C:25]([CH:47]=3)[CH2:26][CH2:27][C:28]3[CH:36]=[C:32]([NH:33][C:34]=1[N:35]=2)[CH:31]=[CH:30][C:29]=3[NH:37][C:38](=[O:46])[CH2:39][CH:40]1[CH2:45][CH2:44][N:43]([C:54]([C:50]2[N:49]([CH3:48])[CH:53]=[CH:52][N:51]=2)=[O:55])[CH2:42][CH2:41]1 |f:0.1.2,4.5.6|. The reactants are C(=O)(C(F)(F)F)O (TFA), [OH-].[Na+] (NaOH), crude product, NC=1SC(=C(N1)C)C(=O)OCC (ethyl 2-amino-4-methylthiazole-5-carboxylate), ClC=1C=CC2=C(C(=C(S2)S(=O)(=O)Cl)C)C1 (5-chloro-3-methyl-benzothiophene-2-sulfonyl chloride), N1=CC=CC=C1 (pyridine). Solvent: O.CO.CS(=O)C (water MeOH DMSO), CC#N (MeCN). Reaction conditions: temperature 60 celsius. Yields the product ClC=1C=CC2=C(C(=C(S2)S(=O)(=O)NC=2SC(=C(N2)C)C(=O)O)C)C1 (2-{[(5-Chloro-3-methyl-1-benzothiophen-2-yl)sulfonyl]amino}-4-methyl-1,3-thiazole-5-carboxylic acid). Yield: 24.0%. Reaction SMILES: [NH2:1][C:2]1[S:3][C:4]([C:8]([O:10]CC)=[O:9])=[C:5]([CH3:7])[N:6]=1.[Cl:13][C:14]1[CH:15]=[CH:16][C:17]2[S:21][C:20]([S:22](Cl)(=[O:24])=[O:23])=[C:19]([CH3:26])[C:18]=2[CH:27]=1.N1C=CC=CC=1.[OH-].[Na+].C(O)(C(F)(F)F)=O>CC#N.O.CO.CS(C)=O>[Cl:13][C:14]1[CH:15]=[CH:16][C:17]2[S:21][C:20]([S:22]([NH:1][C:2]3[S:3][C:4]([C:8]([OH:10])=[O:9])=[C:5]([CH3:7])[N:6]=3)(=[O:24])=[O:23])=[C:19]([CH3:26])[C:18]=2[CH:27]=1 |f:3.4,7.8.9|. Reported procedure: A mixture of ethyl 2-amino-4-methylthiazole-5-carboxylate (9.3 mg, 0.050 mmol), 5-chloro-3-methyl-benzothiophene-2-sulfonyl chloride (14 mg, 0.050 mmol) and pyridine (8 μL, 0.100 mmol) in MeCN (400 μL) was heated at 60° C. for 7 days. The solvent was removed and the residue redissolved in 1 M NaOH (300 μL, 0.300 mmol) and then heated at 60° C. over night. The crude product was diluted with water/MeOH/DMSO and acidified by addition of TFA. The product was purified by reversed phase chromatography...